From a dataset of the Open Reaction Database (ORD), a public repository of structured organic reaction records. describe an organic reaction: reactants, conditions, products, and yield The solvent is CN1C(CCC1)=O (N-methylpyrrolidinone), CN1C(CCC1)=O (NMP). Reported procedure: The following example illustrates the synthesis of a phthalimide-terminatedimide oligomer with theoretical number average molecular weight of 8,500 g/mole. 3,4'-Oxydianiline (ODA) (1.70 mole, 340.42 g) and 1,3-bis(3-aminophenoxy)benzene (APB) (0.30 mole, 87.70 g) were dissolved in N-methylpyrrolidinone (NMP) ( ~ 900 mL) in a flask equipped with a mechanical stirrer, condenser and nitrogen inlet. 3,3',4,4'-Biphenyl tetracarboxylic dianhydride (BPDA) (1.8918 mole, 556.61g) and phthalic anhydride (... Reaction conditions: temperature 25 celsius, time 16 hour. RXN SMILES: O(C1C=C(C=CC=1)N)C1C=CC([NH2:6])=CC=1.NC1C=C(C=CC=1)OC1C=CC=C(OC2C=CC=C(N)C=2)C=1.[C:38]1(=[O:48])[O:43][C:41](=[O:42])[C:40]2=[CH:44][CH:45]=[CH:46][CH:47]=[C:39]12>CN1CCCC1=O>[CH:46]1[CH:47]=[C:39]([C:38]([NH2:6])=[O:48])[C:40]([C:41]([OH:43])=[O:42])=[CH:44][CH:45]=1. The product is C1=CC=C(C(=C1)C(=O)N)C(=O)O (phthalamide acid). Starting materials: O(C1=CC=C(N)C=C1)C=1C=C(N)C=CC1 (3,4'-Oxydianiline), NC=1C=C(OC2=CC(=CC=C2)OC2=CC(=CC=C2)N)C=CC1 (1,3-bis(3-aminophenoxy)benzene), phthalimide-terminatedimide, 3,3',4,4'-Biphenyl tetracarboxylic dianhydride, C1(C=2C(C(=O)O1)=CC=CC2)=O (phthalic anhydride), solids. Starting materials: O=C1NC2=C(CCN1C1CCN(CC1)C(=O)O[C@@H](C(=O)N1CCC(CC1)(C)N1CCN(CC1)CC(=O)OCC)CC1=CC(=C(C(=C1)C(F)(F)F)N)Cl)C=CC=C2 ((R)-1-(4-amino-3-chloro-5-trifluoromethyl-benzyl)-2-[4-(4-ethoxycarbonylmethyl-piperazin-1-yl)-4-methyl-piperidin-1-yl]-2-oxo-ethyl 4-(2-oxo-1,2,4,5-tetrahydro-1,3-benzodiazepin-3-yl)-piperidine-1-carboxylate), [Li+].[OH-] (LiOH). Product: O=C1NC2=C(CCN1C1CCN(CC1)C(=O)O[C@@H](C(=O)N1CCC(CC1)(C)N1CCN(CC1)CC(=O)O)CC1=CC(=C(C(=C1)C(F)(F)F)N)Cl)C=CC=C2 ((R)-1-(4-amino-3-chloro-5-trifluoromethyl-benzyl)-2-[4-(4-carboxymethyl-piperazin-1-yl)-4-methyl-piperidin-1-yl]-2-oxo-ethyl 4-(2-oxo-1,2,4,5-tetrahydro-1,3-benzodiazepin-3-yl)-piperidine-1-carboxylate). RXN SMILES: [O:1]=[C:2]1[N:8]([CH:9]2[CH2:14][CH2:13][N:12]([C:15]([O:17][C@H:18]([CH2:40][C:41]3[CH:46]=[C:45]([C:47]([F:50])([F:49])[F:48])[C:44]([NH2:51])=[C:43]([Cl:52])[CH:42]=3)[C:19]([N:21]3[CH2:26][CH2:25][C:24]([N:28]4[CH2:33][CH2:32][N:31]([CH2:34][C:35]([O:37]CC)=[O:36])[CH2:30][CH2:29]4)([CH3:27])[CH2:23][CH2:22]3)=[O:20])=[O:16])[CH2:11][CH2:10]2)[CH2:7][CH2:6][C:5]2[CH:53]=[CH:54][CH:55]=[CH:56][C:4]=2[NH:3]1.[Li+].[OH-]>>[O:1]=[C:2]1[N:8]([CH:9]2[CH2:14][CH2:13][N:12]([C:15]([O:17][C@H:18]([CH2:40][C:41]3[CH:46]=[C:45]([C:47]([F:49])([F:48])[F:50])[C:44]([NH2:51])=[C:43]([Cl:52])[CH:42]=3)[C:19]([N:21]3[CH2:22][CH2:23][C:24]([N:28]4[CH2:33][CH2:32][N:31]([CH2:34][C:35]([OH:37])=[O:36])[CH2:30][CH2:29]4)([CH3:27])[CH2:25][CH2:26]3)=[O:20])=[O:16])[CH2:11][CH2:10]2)[CH2:7][CH2:6][C:5]2[CH:53]=[CH:54][CH:55]=[CH:56][C:4]=2[NH:3]1 |f:1.2|. Procedure details: Prepared analogously to Example 19.1 from 100 mg (0.12 mmol) (R)-1-(4-amino-3-chloro-5-trifluoromethyl-benzyl)-2-[4-(4-ethoxycarbonylmethyl-piperazin-1-yl)-4-methyl-piperidin-1-yl]-2-oxo-ethyl 4-(2-oxo-1,2,4,5-tetrahydro-1,3-benzodiazepin-3-yl)-piperidine-1-carboxylate and 10.0 mg (0.42 mmol) LiOH. Reactants: O1C(=CC=C2C1=CC=C2)C2=C(C=CC=C2)/C=C/S(=O)(=O)NC2=C(C=CC=C2)S(=O)(=O)N (2-[[(E)-2-(4-Benzofuran-2-ylphenyl)ethenyl]sulfonylamino]benzenesulfonamide), [H][H] (hydrogen). Reagents/catalysts: [Pd] (Pd/C). The solvent is C(C)(=O)OCC (ethyl acetate). Product: O1C(=CC=C2C1=CC=C2)C2=C(C=CC=C2)CCS(=O)(=O)NC2=C(C=CC=C2)S(=O)(=O)N (2-[2-(4-Benzofuran-2-ylphenyl)ethylsulfonylamino]benzenesulfonamide). Isolated yield 27.7%. Reaction SMILES: [O:1]1[C:6]2=[CH:7][CH:8]=[CH:9][C:5]2=[CH:4][CH:3]=[C:2]1[C:10]1[CH:15]=[CH:14][CH:13]=[CH:12][C:11]=1/[CH:16]=[CH:17]/[S:18]([NH:21][C:22]1[CH:27]=[CH:26][CH:25]=[CH:24][C:23]=1[S:28]([NH2:31])(=[O:30])=[O:29])(=[O:20])=[O:19].[H][H]>C(OCC)(=O)C.[Pd]>[O:1]1[C:6]2=[CH:7][CH:8]=[CH:9][C:5]2=[CH:4][CH:3]=[C:2]1[C:10]1[CH:15]=[CH:14][CH:13]=[CH:12][C:11]=1[CH2:16][CH2:17][S:18]([NH:21][C:22]1[CH:27]=[CH:26][CH:25]=[CH:24][C:23]=1[S:28]([NH2:31])(=[O:30])=[O:29])(=[O:20])=[O:19]. Reported procedure: 2-[[(E)-2-(4-Benzofuran-2-ylphenyl)ethenyl]sulfonylamino]benzenesulfonamide (Example 3, 43 mg, 95 μmol) was dissolved in ethyl acetate (5 ml) and subjected to the H-cube (1 ml/min, full hydrogen. 10% Pd/C). The material obtained was purified by preparative HPLC (XTerra MS C8 column, acetonitrile/ammonium acetate buffer) to give the title compound (12 mg, 28%) as a white solid. The compound of Example 2 was also obtained. The reactants are OC1=CC=CC=2C(C(=C(OC21)C2=CC=CC=C2)C)=O (8-hydroxy-3-methyl-4-oxo-2-phenyl-4H-1-benzopyran), O (water), ClCCl (dichloromethane), C([O-])([O-])=O.[K+].[K+] (potassium carbonate), 1-bromo-2-chloromethane. Solvent: CN(C=O)C (dimethylformamide). Yields the product ClCCOC1=CC=CC=2C(C(=C(OC21)C2=CC=CC=C2)C)=O (8-(2-Chloroethoxy)-3-methyl-4-oxo-2-phenyl-4H-1-benzopyran). Reaction SMILES: [OH:1][C:2]1[C:11]2[O:10][C:9]([C:12]3[CH:17]=[CH:16][CH:15]=[CH:14][CH:13]=3)=[C:8]([CH3:18])[C:7](=[O:19])[C:6]=2[CH:5]=[CH:4][CH:3]=1.[C:20](=O)([O-])[O-].[K+].[K+].O.Cl[CH2:28][Cl:29]>CN(C)C=O>[Cl:29][CH2:28][CH2:20][O:1][C:2]1[C:11]2[O:10][C:9]([C:12]3[CH:13]=[CH:14][CH:15]=[CH:16][CH:17]=3)=[C:8]([CH3:18])[C:7](=[O:19])[C:6]=2[CH:5]=[CH:4][CH:3]=1 |f:1.2.3|. Procedure details: A mixture of 7.52 g of 8-hydroxy-3-methyl-4-oxo-2-phenyl-4H-1-benzopyran (prepared as described in Da Re, P. et al., Ann. Chim., 1962, p.506 et seq.), 6.22 g of anhydrous potassium carbonate and 25.5 ml of 1-bromo-2-chloromethane in 70 ml of dimethylformamide was stirred at 60° C. for 25 hours. The mixture was cooled to 20°-25° C. and poured into 600 ml of water. The organic solution, obtained by extraction with dichloromethane, was washed with aqueous sodium chloride solution and dried on anhyd... Reactants: BrCC(=O)Br (2-bromoacetyl bromide), C(C)NCC (diethylamine), C1(CCCCC1)N (cyclohexyl-amine), C(C)(C)(C)C1=CC=C(C=C1)S(=O)(=O)Cl (4-tert-butyl-benzenesulfonyl chloride). Reaction SMILES: Br[CH2:2][C:3](Br)=[O:4].[CH2:6]([NH:8][CH2:9][CH3:10])[CH3:7].[CH:11]1([NH2:17])[CH2:16][CH2:15][CH2:14][CH2:13][CH2:12]1.[C:18]([C:22]1[CH:27]=[CH:26][C:25]([S:28](Cl)(=[O:30])=[O:29])=[CH:24][CH:23]=1)([CH3:21])([CH3:20])[CH3:19]>>[C:18]([C:22]1[CH:27]=[CH:26][C:25]([S:28]([N:17]([CH:11]2[CH2:16][CH2:15][CH2:14][CH2:13][CH2:12]2)[CH2:2][C:3]([N:8]([CH2:9][CH3:10])[CH2:6][CH3:7])=[O:4])(=[O:30])=[O:29])=[CH:24][CH:23]=1)([CH3:21])([CH3:19])[CH3:20]. The product is C(C)(C)(C)C1=CC=C(C=C1)S(=O)(=O)N(CC(=O)N(CC)CC)C1CCCCC1 (2-[(4-tert-Butyl-benzenesulfonyl)-cyclohexyl-amino]-N,N-diethyl-acetamide). Procedure details: prepared by reaction of 2-bromoacetyl bromide with diethylamine, cyclohexyl-amine and 4-tert-butyl-benzenesulfonyl chloride Reactants: O=C(O)c1ccc(Br)c(Br)c1, Cc1ccccc1, Cl. Yields the product OCc1ccc(Br)c(Br)c1. RXN SMILES: [Br:1][c:2]1[cH:3][c:4]([C:5](=[O:6])[OH:7])[cH:8][cH:9][c:10]1[Br:11].[CH3:13][c:14]1[cH:15][cH:16][cH:17][cH:18][cH:19]1.[ClH:12]>>[Br:1][c:2]1[cH:3][c:4]([CH2:5][OH:6])[cH:8][cH:9][c:10]1[Br:11]. Reactants: solid, Cl.Cl.Cl.O1COC2=C1C=CC=C2N2CCN(CC2)CC[C@@H]2CC[C@H](CC2)N (Trans-4-[2-(4-Benzo[1,3]dioxol-4-yl-piperazin-1-yl)-ethyl]-cyclohexylamine trihydrochloride), Cl.Cl.Cl.O1COC2=C1C=CC=C2N2CCN(CC2)CC[C@@H]2CC[C@H](CC2)N (Trans-4-[2-(4-Benzo[1,3]dioxol-4-yl-piperazin-1-yl)-ethyl]-cyclohexylamine trihydrochloride), N1(CCOCC1)S(=O)(=O)Cl (morpholine-4-sulfonyl chloride). Yields the product O1COC2=C1C=CC=C2N2CCN(CC2)CC[C@@H]2CC[C@H](CC2)NS(=O)(=O)N2CCOCC2 (Morpholine-4-sulfonic acid-trans-N-{4-[2-(4-benzo[1,3]dioxol-4-yl-piperazin-1-yl)-ethyl]-cyclohexyl}-amide). Reaction SMILES: Cl.Cl.Cl.[O:4]1[C:8]2[CH:9]=[CH:10][CH:11]=[C:12]([N:13]3[CH2:18][CH2:17][N:16]([CH2:19][CH2:20][C@H:21]4[CH2:26][CH2:25][C@H:24]([NH2:27])[CH2:23][CH2:22]4)[CH2:15][CH2:14]3)[C:7]=2[O:6][CH2:5]1.[N:28]1([S:34](Cl)(=[O:36])=[O:35])[CH2:33][CH2:32][O:31][CH2:30][CH2:29]1>>[O:4]1[C:8]2[CH:9]=[CH:10][CH:11]=[C:12]([N:13]3[CH2:18][CH2:17][N:16]([CH2:19][CH2:20][C@H:21]4[CH2:26][CH2:25][C@H:24]([NH:27][S:34]([N:28]5[CH2:33][CH2:32][O:31][CH2:30][CH2:29]5)(=[O:36])=[O:35])[CH2:23][CH2:22]4)[CH2:15][CH2:14]3)[C:7]=2[O:6][CH2:5]1 |f:0.1.2.3|. Procedure details: The title compound, white solid (24.6 mg, 60.2%), MS (ISP) m/z=481.2 [(M+H)+], was prepared in accordance with the general method of example 76 from N-trans-4-[2-(4-Benzo[1,3]dioxol-4-yl-piperazin-1-yl)-ethyl]-cyclohexylamine hydrochloride (Intermediate A) (30 mg, 81.5 μmol) and morpholine-4-sulfonyl chloride. Starting materials: O (water), C(C)(C)(C)OC(=O)N1[C@@H](C[C@H](C1)O)C(=O)OC ((2S,4R)-1-t-butoxycarbonyl-4-hydroxy-2-methoxycarbonylpyrrolidine), [Si](C)(C)(C(C)(C)C)Cl (t-butyldimethylsilyl chloride), N1C=NC=C1 (imidazole). Solvent: CN(C=O)C (dimethylformamide). Conditions: time 1 hour. Yields the product C(C)(C)(C)OC(=O)N1[C@@H](C[C@H](C1)O[Si](C)(C)C(C)(C)C)C(=O)OC ((2S,4R)-1-t-butoxycarbonyl-4-t-butyldimethylsilyloxy-2-methoxycarbonylpyrrolidine). The yield is 95.3%. RXN SMILES: [C:1]([O:5][C:6]([N:8]1[CH2:12][C@H:11]([OH:13])[CH2:10][C@H:9]1[C:14]([O:16][CH3:17])=[O:15])=[O:7])([CH3:4])([CH3:3])[CH3:2].[Si:18](Cl)([C:21]([CH3:24])([CH3:23])[CH3:22])([CH3:20])[CH3:19].N1C=CN=C1.O>CN(C)C=O>[C:1]([O:5][C:6]([N:8]1[CH2:12][C@H:11]([O:13][Si:18]([C:21]([CH3:24])([CH3:23])[CH3:22])([CH3:20])[CH3:19])[CH2:10][C@H:9]1[C:14]([O:16][CH3:17])=[O:15])=[O:7])([CH3:4])([CH3:3])[CH3:2]. Procedure: To a solution of (2S,4R)-1-t-butoxycarbonyl-4-hydroxy-2-methoxycarbonylpyrrolidine (20.0 g) and t-butyldimethylsilyl chloride (18.44 g) in dimethylformamide (60 ml) was added imidazole (11.1 g) under ice-cooling, and the mixture was stirred at 0°-10° C. for 1 hour and then at ambient temperature for 18 hours. The reaction mixture was poured into water (300 ml) and extracted with ethyl acetate (100 ml×3). The combined organic layer was washed with water (200 ml×2) and brine (150 ml) successively,...